Dataset: the Open Reaction Database (ORD), a public repository of structured organic reaction records. Task: describe an organic reaction: reactants, conditions, products, and yield The reactants are C(=O)([O-])[O-].[K+].[K+] (K2CO3), OC1=CC(=CC=C1)O (1,3-dihydroxybenzene), ClC[Si](O[Si](C)(C)C)(C)CCl (bis(chloromethyl)tetramethyl disiloxane), [N+](=O)([O-])C=1C=C(C(C#N)=CC1)C#N (4-nitrophthalonitrile), Cl (HCl). The solvent is CS(=O)C (dimethylsulfoxide), O (water). Reaction conditions: temperature 90 celsius. Product: C(C=1C(C#N)=CC=CC1)#N (phthalonitrile), solid. The yield is 95.0%. Reaction SMILES: OC1C=CC=C(O)C=1.ClC[Si](CCl)(C)O[Si](C)(C)C.C([O-])([O-])=O.[K+].[K+].[N+]([C:29]1[CH:30]=[C:31]([C:37]#[N:38])[C:32](=[CH:35][CH:36]=1)[C:33]#[N:34])([O-])=O.Cl>O.CS(C)=O>[C:37](#[N:38])[C:31]1[C:32](=[CH:35][CH:36]=[CH:29][CH:30]=1)[C:33]#[N:34] |f:2.3.4|. Reported procedure: To a 2000 mL, three-necked flask fitted with a thermometer and a nitrogen inlet were added 1,3-dihydroxybenzene (48.2 g, 0.438 mol), bis(chloromethyl)tetramethyl disiloxane (50.1 g, 0.217 mol), powdered anhydrous K2CO3 (150 g, 1.09 mol), and dimethylsulfoxide (DMSO) (1000 mL). The resulting mixture was degassed with nitrogen at ambient temperature and heated at 90° C. under a nitrogen atmosphere for 8-16 hr. The mixture was cooled to 50° C. At this time, 4-nitrophthalonitrile (76.1 g, 0.440 mol)... Starting materials: hydrochloride salt, N1N=CC2=C(C=CC=C12)C(CC(=O)NC)C1=CC=CC=C1 (3-(1H-indazol-4-yl)-N-methyl-3-phenyl-propionamide), N1C=CC2=CC=CC(=C12)C(CCNC)C1=CC=CC=C1 ([3-(1H-Indol-7-yl)-3-phenyl-propyl]-methyl-amine). Product: N1N=CC2=C(C=CC=C12)C(CCNC)C1=CC=CC=C1 ([3-(1H-Indazol-4-yl)-3-phenyl-propyl]-methyl-amine). As a reaction SMILES: [NH:1]1[C:9]2[C:4](=[C:5]([CH:10]([C:16]3[CH:21]=[CH:20][CH:19]=[CH:18][CH:17]=3)[CH2:11][C:12]([NH:14][CH3:15])=O)[CH:6]=[CH:7][CH:8]=2)[CH:3]=[N:2]1.N1C2C(=CC=CC=2C(C2C=CC=CC=2)CCNC)C=C1>>[NH:1]1[C:9]2[C:4](=[C:5]([CH:10]([C:16]3[CH:17]=[CH:18][CH:19]=[CH:20][CH:21]=3)[CH2:11][CH2:12][NH:14][CH3:15])[CH:6]=[CH:7][CH:8]=2)[CH:3]=[N:2]1. Reported procedure: [3-(1H-Indazol-4-yl)-3-phenyl-propyl]-methyl-amine was prepared as a hydrochloride salt from 3-(1H-indazol-4-yl)-N-methyl-3-phenyl-propionamide using the procedure described for preparation of [3-(1H-Indol-7-yl)-3-phenyl-propyl]-methyl-amine XX (Example 4). MS (M+H)=266. Procedure: One equivalent of 3,4-dihydroxybenzaldehyde, 1.1 equivalents of diethyl dibromomalonate and powdered potassium carbonate is stirred in acetonitrile at room temperature for 18 hours. The reaction mixture is filtered, evaporated in vacuo and distilled to give diethyl 5-formyl-1,3-benzodioxole-2,2-dicarboxylate. 1H NMR(CDCl3): δ 9.9(s,1H,CHO); 7.5(m,2H, aromatic H) ; 7.1(d, 1H,aromatic H); 4.45(q,4H,CH2); 1.8(t,6H,CH3). As a reaction SMILES: [OH:1][C:2]1[CH:3]=[C:4]([CH:7]=[CH:8][C:9]=1[OH:10])[CH:5]=[O:6].Br[C:12](Br)([C:18]([O:20][CH2:21][CH3:22])=[O:19])[C:13]([O:15][CH2:16][CH3:17])=[O:14].C(=O)([O-])[O-].[K+].[K+]>C(#N)C>[CH:5]([C:4]1[CH:7]=[CH:8][C:9]2[O:10][C:12]([C:13]([O:15][CH2:16][CH3:17])=[O:14])([C:18]([O:20][CH2:21][CH3:22])=[O:19])[O:1][C:2]=2[CH:3]=1)=[O:6] |f:2.3.4|. Starting materials: OC=1C=C(C=O)C=CC1O (3,4-dihydroxybenzaldehyde), BrC(C(=O)OCC)(C(=O)OCC)Br (diethyl dibromomalonate), C([O-])([O-])=O.[K+].[K+] (potassium carbonate). Solvent: C(C)#N (acetonitrile). Product: C(=O)C1=CC2=C(OC(O2)(C(=O)OCC)C(=O)OCC)C=C1 (diethyl 5-formyl-1,3-benzodioxole-2,2-dicarboxylate). Starting materials: ClC=1C=CC=2C3=C(C(NC2C1)=O)NC=C3.C(C)C(=O)[O-] (7-chloro-4-oxo-4,5-dihydro-3H-pyrrolo[2,3-c]quinoline 1-ethyl carboxylate), ClS(=O)(=O)O (chlorosulfonic acid). Run at temperature 90 celsius. The product is ClC=1C(=CC=2C3=C(C(NC2C1)=O)NC=C3C(=O)O)S(=O)(=O)Cl (7-chloro-8-chlorosulfonyl-4-oxo-4,5-dihydro-3H-pyrrolo[2,3-c]quinoline-1-carboxylic acid). Isolated yield 90.0%. RXN SMILES: [Cl:1][C:2]1[CH:3]=[CH:4][C:5]2[C:6]3[CH:15]=[CH:14][NH:13][C:7]=3[C:8](=[O:12])[NH:9][C:10]=2[CH:11]=1.C([C:18]([O-:20])=[O:19])C.[Cl:21][S:22](O)(=[O:24])=[O:23]>>[Cl:1][C:2]1[C:3]([S:22]([Cl:21])(=[O:24])=[O:23])=[CH:4][C:5]2[C:6]3[C:15]([C:18]([OH:20])=[O:19])=[CH:14][NH:13][C:7]=3[C:8](=[O:12])[NH:9][C:10]=2[CH:11]=1 |f:0.1|. Procedure: In a sealed tube, 1.16 g (4 mmol) of 7-chloro-4-oxo-4,5-dihydro-3H-pyrrolo[2,3-c]quinoline-1-ethyl carboxylate is dissolved in 5.3 mL (80 mmol) of chlorosulfonic acid. The reaction mixture is placed on an oil bath heated beforehand to 90° C. for 6 hours, cooled on an ice bath then poured slowly onto crushed ice. The solid is filtered, rinsed with water, diisopropyl ether and pentane then dried under vacuum to give 1.3 g (90%) of 7-chloro-8-chlorosulfonyl-4-oxo-4,5-dihydro-3H-pyrrolo[2,3-c]quinol... Starting materials: [Al+3], CC(C)(C)c1cc(C#N)cc(C(C)(C)C)c1, C1CCOC1, [H-], [H-], [H-], [H-], [Li+]. The product is CC(C)(C)c1cc(CN)cc(C(C)(C)C)c1. RXN SMILES: [Al+3:18].[C:1]([CH3:2])([CH3:3])([CH3:4])[c:5]1[cH:6][c:7]([C:8]#[N:9])[cH:10][c:11]([C:13]([CH3:14])([CH3:15])[CH3:16])[cH:12]1.[CH2:23]1[O:24][CH2:25][CH2:26][CH2:27]1.[H-:17].[H-:20].[H-:21].[H-:22].[Li+:19]>>[C:1]([CH3:2])([CH3:3])([CH3:4])[c:5]1[cH:6][c:7]([CH2:8][NH2:9])[cH:10][c:11]([C:13]([CH3:14])([CH3:15])[CH3:16])[cH:12]1. The reactants are C(CCC)C=1NC(N(N1)C1=C(C=CC(=C1)C(=O)OC)Cl)=O (5-n-Butyl-2-[2-chloro-5-(methoxycarbonyl)phenyl]-2,4-dihydro-3H-1,2,4-triazol-3-one), [H-].[Na+] (sodium hydride), BrC1=CC(=C(CBr)C=C1)F (4-bromo-2-fluorobenzyl bromide), [H][H] (hydrogen). Run in CN(C)C=O (DMF), CN(C)C=O (DMF), O (H2O). Conditions: temperature 50 celsius, time 8 hour. The product is BrC1=CC(=C(CN2C(N(N=C2CCCC)C2=C(C=CC(=C2)C(=O)OC)Cl)=O)C=C1)F (4-(4-Bromo-2-fluorobenzyl)-5-n-butyl-2-[2-chloro-5-(methoxycarbonyl)phenyl]-2,4-dihydro-3H-1,2,4-triazol-3-one). The yield is 39.7%. As a reaction SMILES: [CH2:1]([C:5]1[NH:6][C:7](=[O:21])[N:8]([C:10]2[CH:15]=[C:14]([C:16]([O:18][CH3:19])=[O:17])[CH:13]=[CH:12][C:11]=2[Cl:20])[N:9]=1)[CH2:2][CH2:3][CH3:4].[H-].[Na+].[H][H].[Br:26][C:27]1[CH:34]=[CH:33][C:30]([CH2:31]Br)=[C:29]([F:35])[CH:28]=1>CN(C=O)C.O>[Br:26][C:27]1[CH:34]=[CH:33][C:30]([CH2:31][N:6]2[C:5]([CH2:1][CH2:2][CH2:3][CH3:4])=[N:9][N:8]([C:10]3[CH:15]=[C:14]([C:16]([O:18][CH3:19])=[O:17])[CH:13]=[CH:12][C:11]=3[Cl:20])[C:7]2=[O:21])=[C:29]([F:35])[CH:28]=1 |f:1.2|. Procedure details: A mixture of 789 mg (2.55 mmole) of 5-n-butyl-2-[2-chloro-5-(methoxycarbonyl)phenyl]-2,4-dihydro-3H-1,2,4-triazol-3-one (from Step C), 122.4 mg (3.06 mmole) of sodium hydride (60% in oil), and 2 mL of dry DMF was stirred at 50° C. for 2.5 hours, during which time hydrogen was evolved. A solution of 820 mg (3.06 mmole) of 4-bromo-2-fluorobenzyl bromide in DMF was added, and the mixture was stirred at 50° C. overnight. The cooled reaction mixture was diluted with H2O and extracted twice with ethyl... Reactants: CCOC(=O)c1cn(-c2cccc(F)c2)cc1NC(N)=O, C1CCOC1, CN1CCCC(N)C1, C[Al](C)C. Product: CN1CCCC(NC(=O)c2cn(-c3cccc(F)c3)cc2NC(N)=O)C1. As a reaction SMILES: [CH2:13]([O:15][C:16](=[O:14])[c:18]1[cH:19][n:20](-[c:27]2[cH:28][c:29]([F:33])[cH:30][cH:31][cH:32]2)[cH:21][c:22]1[NH:23][C:24](=[O:25])[NH2:26])[CH3:17].[CH2:34]1[O:35][CH2:36][CH2:37][CH2:38]1.[CH3:1][N:2]1[CH2:3][CH:4]([NH2:8])[CH2:5][CH2:6][CH2:7]1.[CH3:9][Al:10]([CH3:11])[CH3:12]>>[CH3:1][N:2]1[CH2:3][CH:4]([NH:8][C:16](=[O:15])[c:18]2[cH:19][n:20](-[c:27]3[cH:28][c:29]([F:33])[cH:30][cH:31][cH:32]3)[cH:21][c:22]2[NH:23][C:24](=[O:25])[NH2:26])[CH2:5][CH2:6][CH2:7]1. Starting materials: NC1=NC(=NS1)C(Cl)(Cl)Cl (5-amino-3-trichloromethyl-1,2,4-thiadiazole), [N+](=O)([O-])C=1C=C(C(=O)Cl)C=C(C1)[N+](=O)[O-] (3,5-dinitrobenzoyl chloride). Run in C1(=CC=CC=C1)C (toluene). Reaction conditions: temperature -10 celsius. Yields the product [N+](=O)([O-])C=1C=C(C(=O)NC2=NC(=NS2)C(Cl)(Cl)Cl)C=C(C1)[N+](=O)[O-] (5-(3,5-Dinitrobenzamido)-3-Trichloromethyl-1,2,4-Thiadiazole). Isolated yield 84.8%. Reaction SMILES: [NH2:1][C:2]1[S:6][N:5]=[C:4]([C:7]([Cl:10])([Cl:9])[Cl:8])[N:3]=1.[N+:11]([C:14]1[CH:15]=[C:16]([CH:20]=[C:21]([N+:23]([O-:25])=[O:24])[CH:22]=1)[C:17](Cl)=[O:18])([O-:13])=[O:12]>C1(C)C=CC=CC=1>[N+:11]([C:14]1[CH:15]=[C:16]([CH:20]=[C:21]([N+:23]([O-:25])=[O:24])[CH:22]=1)[C:17]([NH:1][C:2]1[S:6][N:5]=[C:4]([C:7]([Cl:10])([Cl:9])[Cl:8])[N:3]=1)=[O:18])([O-:13])=[O:12]. Procedure details: A solution of 10.9 g (0.05 mole) 5-amino-3-trichloromethyl-1,2,4-thiadiazole and 12.6 g (0.055 mole) 3,5-dinitrobenzoyl chloride in 200 ml toluene was refluxed for 20 hours. The crude product precipitated from the reaction mixture upon cooling to -10° C. After isolation by filtration, the residue was washed with hot petroleum ether and finally recrystallized from methylene chloride to give 17.5 g (85% yield) of pure product; m.p. 197° C. Starting materials: O=N[O-], COC(=O)c1cc2c(cc1N)OCO2, [Na+], O, O, O, O, O, O, O=S(=O)(O)O, O=S(=O)(O)O. Yields the product COC(=O)c1cc2c(cc1O)OCO2. Reaction SMILES: [N:20]([O-:21])=[O:22].[NH2:1][c:2]1[c:3]([C:11](=[O:12])[O:13][CH3:14])[cH:4][c:5]2[c:6]([cH:10]1)[O:7][CH2:8][O:9]2.[Na+:23].[OH2:24].[OH2:25].[OH2:26].[OH2:27].[OH2:28].[OH2:34].[S:15]([OH:16])(=[O:17])(=[O:18])[OH:19].[S:29]([OH:30])([OH:31])(=[O:32])=[O:33]>>[c:2]1([OH:16])[c:3]([C:11](=[O:12])[O:13][CH3:14])[cH:4][c:5]2[c:6]([cH:10]1)[O:7][CH2:8][O:9]2. The reactants are C(CCCCCCCCCCC)(=O)O (lauric acid), N(CCO)(CCO)CCO (triethanolamine). Conditions: time 2 hour. Product: N(CCO)(CCO)CCO.C(CCCCCCCCCCC)(=O)O (lauric acid triethanolamine salt). RXN SMILES: [C:1]([OH:14])(=[O:13])[CH2:2][CH2:3][CH2:4][CH2:5][CH2:6][CH2:7][CH2:8][CH2:9][CH2:10][CH2:11][CH3:12].[N:15]([CH2:22][CH2:23][OH:24])([CH2:19][CH2:20][OH:21])[CH2:16][CH2:17][OH:18]>>[N:15]([CH2:22][CH2:23][OH:24])([CH2:19][CH2:20][OH:21])[CH2:16][CH2:17][OH:18].[C:1]([OH:14])(=[O:13])[CH2:2][CH2:3][CH2:4][CH2:5][CH2:6][CH2:7][CH2:8][CH2:9][CH2:10][CH2:11][CH3:12] |f:2.3|. Reported procedure: A four-necked flask equipped with a stirrer, condenser and thermometer was charged with 400 parts of lauric acid. After 300 parts of triethanolamine was added at room temperature, the reaction was carried out at room temperature for 2 hours to provide lauric acid triethanolamine salt (LA-1).